This data is from the Open Reaction Database (ORD), a public repository of structured organic reaction records. The task is: describe an organic reaction: reactants, conditions, products, and yield The reactants are CCOC(C)=O, CC(C)C(N)C(=O)O, CCCCCC, CCCCCC, CCOC(C)=O, O=S(=O)(Cl)c1ccc(F)cc1, [Na+], C1CCOC1, [OH-], O. Product: CC(C)C(NS(=O)(=O)c1ccc(F)cc1)C(=O)O. RXN SMILES: [C:34]([O:35][CH2:36][CH3:37])(=[O:38])[CH3:39].[CH3:1][CH:2]([CH3:3])[CH:4]([NH2:5])[C:6]([OH:7])=[O:8].[CH3:21][CH2:22][CH2:23][CH2:24][CH2:25][CH3:26].[CH3:40][CH2:41][CH2:42][CH2:43][CH2:44][CH3:45].[CH3:46][CH2:47][O:48][C:49](=[O:50])[CH3:51].[F:10][c:11]1[cH:12][cH:13][c:14]([S:17](=[O:18])(=[O:19])[Cl:20])[cH:15][cH:16]1.[Na+:28].[O:29]1[CH2:30][CH2:31][CH2:32][CH2:33]1.[OH-:27].[OH2:9]>>[CH3:1][CH:2]([CH3:3])[CH:4]([NH:5][S:17]([c:14]1[cH:13][cH:12][c:11]([F:10])[cH:16][cH:15]1)(=[O:18])=[O:19])[C:6]([OH:7])=[O:8]. Starting materials: CCCCc1cn(C(C)(C)C)sc1=NC(=O)C1(C)CCC(C(=O)O)C1(C)C, CCN, Cl. The product is CCCCc1cn(C(C)(C)C)sc1=NC(=O)C1(C)CCC(C(=O)NCC)C1(C)C. As a reaction SMILES: [CH2:1]([CH2:2][CH2:3][CH3:4])[c:5]1[cH:6][n:7]([C:24]([CH3:25])([CH3:26])[CH3:27])[s:8][c:9]1=[N:10][C:11](=[O:12])[C:13]1([CH3:23])[C:14]([CH3:21])([CH3:22])[CH:15]([C:18](=[O:19])[OH:20])[CH2:16][CH2:17]1.[CH2:29]([CH3:30])[NH2:31].[ClH:28]>>[CH2:1]([CH2:2][CH2:3][CH3:4])[c:5]1[cH:6][n:7]([C:24]([CH3:25])([CH3:26])[CH3:27])[s:8][c:9]1=[N:10][C:11](=[O:12])[C:13]1([CH3:23])[C:14]([CH3:21])([CH3:22])[CH:15]([C:18](=[O:19])[NH:31][CH2:29][CH3:30])[CH2:16][CH2:17]1. Starting materials: COC(=O)c1ccc(NC(=O)C2NC(CC(C)(C)C)C(C#N)(c3ccc(Cl)cc3F)C2c2cccc(Cl)c2F)cc1C, CO, [Na+], [OH-]. Product: Cc1cc(NC(=O)C2NC(CC(C)(C)C)C(C#N)(c3ccc(Cl)cc3F)C2c2cccc(Cl)c2F)ccc1C(=O)O. Reaction SMILES: [CH3:1][O:2][C:3]([c:4]1[c:5]([CH3:41])[cH:6][c:7]([NH:10][C:11](=[O:12])[CH:13]2[NH:14][CH:15]([CH2:36][C:37]([CH3:38])([CH3:39])[CH3:40])[C:16]([C:26]#[N:27])([c:28]3[c:29]([F:35])[cH:30][c:31]([Cl:34])[cH:32][cH:33]3)[CH:17]2[c:18]2[c:19]([F:25])[c:20]([Cl:24])[cH:21][cH:22][cH:23]2)[cH:8][cH:9]1)=[O:42].[CH3:45][OH:46].[Na+:44].[OH-:43]>>[O:2]=[C:3]([c:4]1[c:5]([CH3:41])[cH:6][c:7]([NH:10][C:11](=[O:12])[CH:13]2[NH:14][CH:15]([CH2:36][C:37]([CH3:38])([CH3:39])[CH3:40])[C:16]([C:26]#[N:27])([c:28]3[c:29]([F:35])[cH:30][c:31]([Cl:34])[cH:32][cH:33]3)[CH:17]2[c:18]2[c:19]([F:25])[c:20]([Cl:24])[cH:21][cH:22][cH:23]2)[cH:8][cH:9]1)[OH:42]. The reactants are [OH-].[Na+] (sodium hydroxide), C(CCCCCCCCCCCCCCCCC)(=O)O (Stearic acid), O.O.O.O.O.O.[Cl-].[Sr+2].[Cl-] (strontium chloride hexahydrate). Run in O.C(C)O (water ethanol), O (water). Run at temperature 70 celsius. Yields the product C(CCCCCCCCCCCCCCCCC)(=O)[O-].[Sr+2].C(CCCCCCCCCCCCCCCCC)(=O)[O-] (Strontium Stearate). As a reaction SMILES: [C:1]([OH:20])(=[O:19])[CH2:2][CH2:3][CH2:4][CH2:5][CH2:6][CH2:7][CH2:8][CH2:9][CH2:10][CH2:11][CH2:12][CH2:13][CH2:14][CH2:15][CH2:16][CH2:17][CH3:18].[OH-].[Na+].O.O.O.O.O.O.[Cl-].[Sr+2:30].[Cl-]>O.C(O)C.O>[C:1]([O-:20])(=[O:19])[CH2:2][CH2:3][CH2:4][CH2:5][CH2:6][CH2:7][CH2:8][CH2:9][CH2:10][CH2:11][CH2:12][CH2:13][CH2:14][CH2:15][CH2:16][CH2:17][CH3:18].[Sr+2:30].[C:1]([O-:20])(=[O:19])[CH2:2][CH2:3][CH2:4][CH2:5][CH2:6][CH2:7][CH2:8][CH2:9][CH2:10][CH2:11][CH2:12][CH2:13][CH2:14][CH2:15][CH2:16][CH2:17][CH3:18] |f:1.2,3.4.5.6.7.8.9.10.11,12.13,15.16.17|. Procedure: Stearic acid (2.97 g, 10.4 mmol) was dissolved in water/ethanol (100 ml, 50:50 (volume)) containing sodium hydroxide (0.417 g, 10.4 mmol). The mixture was heated to 70° C. and a solution of strontium chloride hexahydrate (1.39 g, 5.2 mmol) in water (3 ml) was added. The title compound was isolated by centrifugation of the formed precipitate. Yield 1.6 g (46%).